Dataset: the Open Reaction Database (ORD), a public repository of structured organic reaction records. Task: describe an organic reaction: reactants, conditions, products, and yield Reactants: O=C([O-])[O-], CCCCBr, CC#N, OC1(c2cc(F)cc(F)c2)CCNC1, [K+], [K+], [Na+], [Na+], O=C([O-])[O-]. The product is CCCCN1CCC(O)(c2cc(F)cc(F)c2)C1. RXN SMILES: [C:15](=[O:16])([O-:17])[O-:18].[CH2:21]([CH2:22][CH2:23][CH3:24])[Br:25].[CH3:32][C:33]#[N:34].[F:1][c:2]1[cH:3][c:4]([C:9]2([OH:14])[CH2:10][NH:11][CH2:12][CH2:13]2)[cH:5][c:6]([F:8])[cH:7]1.[K+:19].[K+:20].[Na+:26].[Na+:27].[O-:28][C:29](=[O:30])[O-:31]>>[F:1][c:2]1[cH:3][c:4]([C:9]2([OH:14])[CH2:10][N:11]([CH2:21][CH2:22][CH2:23][CH3:24])[CH2:12][CH2:13]2)[cH:5][c:6]([F:8])[cH:7]1. The reactants are ClC=1C(=C2C=C(N=CC2=CC1)CN(C)C)CC(=O)N (2-(6-chloro-3-dimethylaminomethyl-isoquinolin-5-yl)-acetamide), COC(C(=O)C1=CN(C2=CC=CC=C12)C)=O ((1-methyl-1H-indol-3-yl)-oxo-acetic acid methyl ester), solution, [K].CC(C)(C)[O-].[K+] (potassium t-BuOK). Run in C1CCOC1 (THF), C1CCOC1 (THF). Reaction conditions: temperature 0 celsius, time 1.5 hour. Product: ClC=1C(=C2C=C(N=CC2=CC1)CN(C)C)C=1C(NC(C1C1=CN(C2=CC=CC=C12)C)=O)=O (3-(6-Chloro-3-dimethylaminomethyl-isoquinolin-5-yl)-4-(1-methyl-1H-indol-3-yl)-pyrrole-2,5-dione), acetate salt. Isolated yield 70.6%. As a reaction SMILES: [Cl:1][C:2]1[C:3]([CH2:16][C:17]([NH2:19])=[O:18])=[C:4]2[C:9](=[CH:10][CH:11]=1)[CH:8]=[N:7][C:6]([CH2:12][N:13]([CH3:15])[CH3:14])=[CH:5]2.C[O:21][C:22](=O)[C:23]([C:25]1[C:33]2[C:28](=[CH:29][CH:30]=[CH:31][CH:32]=2)[N:27]([CH3:34])[CH:26]=1)=O.[K].CC([O-])(C)C.[K+]>C1COCC1>[Cl:1][C:2]1[C:3]([C:16]2[C:17](=[O:18])[NH:19][C:22](=[O:21])[C:23]=2[C:25]2[C:33]3[C:28](=[CH:29][CH:30]=[CH:31][CH:32]=3)[N:27]([CH3:34])[CH:26]=2)=[C:4]2[C:9](=[CH:10][CH:11]=1)[CH:8]=[N:7][C:6]([CH2:12][N:13]([CH3:14])[CH3:15])=[CH:5]2 |f:2.3.4,^1:35|. Reported procedure: To a solution of 2-(6-chloro-3-dimethylaminomethyl-isoquinolin-5-yl)-acetamide (47 mg, 0.17 mmol) and (1-methyl-1H-indol-3-yl)-oxo-acetic acid methyl ester (56 mg, 0.26 mmol) in anhydrous THF was added dropwise a 1 M solution of potassium t-BuOK in THF (1.8 mL) under an argon atmosphere at 0° C. The resulting deep red reaction mixture was stirred for 1.5 h at 0° C., quenched with a saturated aqueous NH4Cl solution and extracted twice with EtOAc. The combined organic layers were washed with brine... Reactants: ClC1=C(C(=CC=C1)F)C=1C(=NC2=CC=NC=C2C1F)F (3-(2-chloro-6-fluorophenyl)-2,4-difluoro-1,6-naphthyridine), C(C)(CC)N (Sec-butylamine). Reagents/catalysts: CN(C)C=1C=CN=CC1 (DMAP). Run in CN(C)C=O (DMF), C(C)OCC (diethyl ether). Run at time 18 hour. The product is C(C)(CC)NC1=C(C(=NC2=CC=NC=C12)F)C1=C(C=CC=C1F)Cl (N-sec-butyl-3-(2-chloro-6-fluorophenyl)-2-fluoro-1,6-naphthyridin-4-amine). Reaction SMILES: [Cl:1][C:2]1[CH:7]=[CH:6][CH:5]=[C:4]([F:8])[C:3]=1[C:9]1[C:10]([F:20])=[N:11][C:12]2[C:17]([C:18]=1F)=[CH:16][N:15]=[CH:14][CH:13]=2.[CH:21]([NH2:25])([CH2:23][CH3:24])[CH3:22]>CN(C=O)C.CN(C1C=CN=CC=1)C.C(OCC)C>[CH:21]([NH:25][C:18]1[C:17]2[C:12](=[CH:13][CH:14]=[N:15][CH:16]=2)[N:11]=[C:10]([F:20])[C:9]=1[C:3]1[C:4]([F:8])=[CH:5][CH:6]=[CH:7][C:2]=1[Cl:1])([CH2:23][CH3:24])[CH3:22]. Reported procedure: The product from Step 1 (0.10 g) was dissolved in DMF (2 ml). Sec-butylamine (0.1 ml) and DMAP (0.001 g) were added and the mixture was stirred in a sealed tube at ambient temperature for 18 hours. The brown reaction mixture was diluted with diethyl ether, washed with brine and dried over sodium sulphate. After evaporation of the solvent the resulting yellow gum was purified by flash column chromatography on silica gel (40-60) in ethyl acetate:hexane 1:3 to give N-sec-butyl-3-(2-chloro-6-fluorop...